The task is: describe an organic reaction: reactants, conditions, products, and yield. This data is from the Open Reaction Database (ORD), a public repository of structured organic reaction records. Solvent: CO (MeOH). Procedure details: A solution of methyl 3-(bromomethyl)-6-chloropicolinate (100 mg, 0.38 mmol) and 4-fluorobenzylamine (237 mg, 1.89 mmol) in MeOH (10 mL) was stirred at 15° C. overnight. After the reaction, it was filtered to afford crude 2-chloro-6-(4-fluorobenzyl)-5H-pyrrolo[3,4-b]pyridin-7(6H)-one (75 mg, yield: 72%). 1H-NMR (CDCl3, 400 MHz) δ 7.73 (d, J=8.0 Hz, 1H), 7.47 (d, J=8.0 Hz, 1H), 7.28˜7.31 (m, 2H), 7.05 (t, J=8.4 Hz, 2H), 4.82 (s, 2H), 4.25 (s, 2H). MS (M+H)+: 277/279. Yields the product ClC1=CC=C2C(=N1)C(N(C2)CC2=CC=C(C=C2)F)=O (2-chloro-6-(4-fluorobenzyl)-5H-pyrrolo[3,4-b]pyridin-7(6H)-one). RXN SMILES: Br[CH2:2][C:3]1[C:4]([C:10]([O:12]C)=O)=[N:5][C:6]([Cl:9])=[CH:7][CH:8]=1.[F:14][C:15]1[CH:22]=[CH:21][C:18]([CH2:19][NH2:20])=[CH:17][CH:16]=1>CO>[Cl:9][C:6]1[N:5]=[C:4]2[C:10](=[O:12])[N:20]([CH2:19][C:18]3[CH:21]=[CH:22][C:15]([F:14])=[CH:16][CH:17]=3)[CH2:2][C:3]2=[CH:8][CH:7]=1. The reactants are BrCC=1C(=NC(=CC1)Cl)C(=O)OC (methyl 3-(bromomethyl)-6-chloropicolinate), FC1=CC=C(CN)C=C1 (4-fluorobenzylamine). Yield: 71.3%. Reactants: COC=1C=C(C=CC1OC)C1=NOC(C1)CCCC=O (4-[3-(3,4-Dimethoxyphenyl)-4,5-dihydroisoxazol-5-yl]butanal), Cl.C(C)OC1=C(C=CC=C1)N1CCNCC1 (1-(2-ethoxyphenyl)piperazine hydrochloride), [BH-](OC(=O)C)(OC(=O)C)OC(=O)C.[Na+] (NaBH(OAc)3), C(C)(C)N(CC)C(C)C (diisopropylethylamine). Solvent: C(Cl)Cl (methylene chloride). Product: COC=1C=C(C=CC1OC)C1=NOC(C1)CCCCN1CCN(CC1)C1=C(C=CC=C1)OCC (1-{4-[3-(3,4-Dimethoxyphenyl)-4,5-dihydroisoxazol-5-yl]butyl}-4-(2-ethoxyphenyl)piperazine). The yield is 60.2%. RXN SMILES: [CH3:1][O:2][C:3]1[CH:4]=[C:5]([C:11]2[CH2:15][CH:14]([CH2:16][CH2:17][CH2:18][CH:19]=O)[O:13][N:12]=2)[CH:6]=[CH:7][C:8]=1[O:9][CH3:10].Cl.[CH2:22]([O:24][C:25]1[CH:30]=[CH:29][CH:28]=[CH:27][C:26]=1[N:31]1[CH2:36][CH2:35][NH:34][CH2:33][CH2:32]1)[CH3:23].[BH-](OC(C)=O)(OC(C)=O)OC(C)=O.[Na+].C(N(C(C)C)CC)(C)C>C(Cl)Cl>[CH3:1][O:2][C:3]1[CH:4]=[C:5]([C:11]2[CH2:15][CH:14]([CH2:16][CH2:17][CH2:18][CH2:19][N:34]3[CH2:33][CH2:32][N:31]([C:26]4[CH:27]=[CH:28][CH:29]=[CH:30][C:25]=4[O:24][CH2:22][CH3:23])[CH2:36][CH2:35]3)[O:13][N:12]=2)[CH:6]=[CH:7][C:8]=1[O:9][CH3:10] |f:1.2,3.4|. Procedure details: 4-[3-(3,4-Dimethoxyphenyl)-4,5-dihydroisoxazol-5-yl]butanal (25.1 mg, 0.090 mmol), 1-(2-ethoxyphenyl)piperazine hydrochloride (20.0 mg, 0.082 mmol), molecular sieve (5 beads), NaBH(OAc)3 (52.4 mg, 0.247 mmol) and diisopropylethylamine (26.9 L, 0.082 mmol) were reacted in 3 mL of methylene chloride for about 12 hr. With the following processes the same as in Example 1, 23.1 mg (66.7%) of the target compound was obtained. Starting materials: [H-].[Na+] (NaH), C(C)OP(OCC)(=O)CC#N (diethylcyanomethylphosphonate), CC[O-].[Na+] (NaOEt), C(C1=CC=CC=C1)(=O)C=1C=NC=CC1 (3-benzoylpyridine), [H-].[Na+] (NaH), [NH4+].[Cl-] (NH4Cl). Run in C(C)O (ethanol). Conditions: time 1 hour. The product is C1(=CC=CC=C1)C(=CC#N)C=1C=NC=CC1 (3-phenyl-3-pyridin-3-yl-acrylonitrile). Isolated yield 96.0%. RXN SMILES: [C:1]([C:9]1[CH:10]=[N:11][CH:12]=[CH:13][CH:14]=1)(=O)[C:2]1[CH:7]=[CH:6][CH:5]=[CH:4][CH:3]=1.C(OP([CH2:23][C:24]#[N:25])(=O)OCC)C.CC[O-].[Na+].[H-].[Na+].[NH4+].[Cl-]>C(O)C>[C:2]1([C:1]([C:9]2[CH:10]=[N:11][CH:12]=[CH:13][CH:14]=2)=[CH:23][C:24]#[N:25])[CH:7]=[CH:6][CH:5]=[CH:4][CH:3]=1 |f:2.3,4.5,6.7|. Procedure: 1 g (5.46 mmol, 1 eq) of 3-benzoylpyridine is dissolved in 30 ml of ethanol under Ar. 1.16 mL (7.10 mmol, 1.3 eq) of diethylcyanomethylphosphonate and 965 mg (14.1 mmol, 2.6 eq) of NaOEt are added. The mixture is stirred for 1 hour at room temperature. 108 mg (2.73 mmol, 0.5 eq) of 60% NaH in oil are added and the mixture is heated to 70-80° C. for 1 hour. A further 138 mg (3.49 mmol, 0.64 eq) of NaH are added and the mixture is heated for 40 min at 70-80° C. An NH4Cl solution is added, then the... Starting materials: ClC=1C=CC(=NC1C)N (5-chloro-6-methyl-pyridineamine), ClC=1C=C(C(=O)OO)C=CC1 (m-chloroperoxybenzoic acid), OS(=O)[O-].[Na+] (NaHSO3), ClC=1C=C(C(=O)OO)C=CC1 (m-chloroperoxybenzoic acid). Solvent: ClCCl (dichloromethane). Conditions: time 8 hour. The product is Cl.ClC1=CC=C([N+](=C1C)[O-])N (5-chloro-6-methyl-2-pyridinamine 1-oxide, hydrochloride). RXN SMILES: [Cl:1][C:2]1[CH:3]=[CH:4][C:5]([NH2:9])=[N:6][C:7]=1[CH3:8].ClC1C=C(C=CC=1)C(OO)=[O:15].OS([O-])=O.[Na+]>ClCCl>[ClH:1].[Cl:1][C:2]1[C:7]([CH3:8])=[N+:6]([O-:15])[C:5]([NH2:9])=[CH:4][CH:3]=1 |f:2.3,5.6|. Procedure: To a solution of 110 g (666 mmol) of 5-chloro-6-methyl-pyridineamine (Kress, T. J.; Moore, L. L.; Costantino, S. M. J Org. Chem. (1976) 41(1), pp 93-96) in 1 L of dichloromethane was added 164 g (666 mmol) of m-chloroperoxybenzoic acid. The mixture was stirred at room temperature overnight and 20 g more of m-chloroperoxybenzoic acid was added. The mixture was stirred 1 h and 50 mL of saturated aqueous NaHSO3 were added. The solvent was removed and the residue was taken up in 1 L of 1N HCl. The i... The reactants are N(C1=CC=CC=C1)C=1SC=C(N1)C=O (2-anilinothiazole-4-carbaldehyde), C(C)OC(=O)C=P(C1=CC=CC=C1)(C1=CC=CC=C1)C1=CC=CC=C1 ((ethoxycarbonylmethylene)triphenylphosphorane), O1CCCC1 (tetrahydrofuran). The solvent is O (water). Reaction conditions: temperature 60 celsius. Yields the product N(C1=CC=CC=C1)C=1SC=C(N1)C=CC(=O)OCC (Ethyl 3-(2-anilinothiazol-4-yl)acrylate). Reaction SMILES: [NH:1]([C:8]1[S:9][CH:10]=[C:11]([CH:13]=O)[N:12]=1)[C:2]1[CH:7]=[CH:6][CH:5]=[CH:4][CH:3]=1.[CH2:15]([O:17][C:18]([CH:20]=P(C1C=CC=CC=1)(C1C=CC=CC=1)C1C=CC=CC=1)=[O:19])[CH3:16].O1CCCC1>O>[NH:1]([C:8]1[S:9][CH:10]=[C:11]([CH:13]=[CH:20][C:18]([O:17][CH2:15][CH3:16])=[O:19])[N:12]=1)[C:2]1[CH:3]=[CH:4][CH:5]=[CH:6][CH:7]=1. Procedure details: A mixture comprising 3.5 g of 2-anilinothiazole-4-carbaldehyde, 6.5 g of (ethoxycarbonylmethylene)triphenylphosphorane and 35 ml of tetrahydrofuran was heated at 60 ° C. for 2 hours. The reaction mixture was poured into water and extracted with benzene. The benzene extract was dried over anhydrous sodium sulfate, and the solvent was evaporated off under reduced pressure, giving an oil. This oil was purified by silica gel column chromatography. using as eluent a 9:1 mixture of benzene and ethyl a...